Dataset: the Open Reaction Database (ORD), a public repository of structured organic reaction records. Task: describe an organic reaction: reactants, conditions, products, and yield Starting materials: [OH-].[K+] (potassium hydroxide), C(C)OC(=O)N1CCN(CC1)CC(N1CCN(CC1)C)C1=CC=C(C=C1)F (1-Ethoxycarbonyl-4-[2-(4-fluorophenyl)-2-(4-methylpiperazino)ethyl]piperazine), O (water). The solvent is C(C)O (ethanol). Product: FC1=CC=C(C=C1)C(CN1CCNCC1)N1CCN(CC1)C (1-[2-(4-fluorophenyl)-2-(4-methyl-piperazino)ethyl]piperazine). Yield: 98.8%. As a reaction SMILES: C(OC([N:6]1[CH2:11][CH2:10][N:9]([CH2:12][CH:13]([C:21]2[CH:26]=[CH:25][C:24]([F:27])=[CH:23][CH:22]=2)[N:14]2[CH2:19][CH2:18][N:17]([CH3:20])[CH2:16][CH2:15]2)[CH2:8][CH2:7]1)=O)C.[OH-].[K+].O>C(O)C>[F:27][C:24]1[CH:25]=[CH:26][C:21]([CH:13]([N:14]2[CH2:19][CH2:18][N:17]([CH3:20])[CH2:16][CH2:15]2)[CH2:12][N:9]2[CH2:10][CH2:11][NH:6][CH2:7][CH2:8]2)=[CH:22][CH:23]=1 |f:1.2|. Procedure details: 1.25 g of 1-Ethoxycarbonyl-4-[2-(4-fluorophenyl)-2-(4-methylpiperazino)ethyl]piperazine was dissolved in 2 ml of ethanol, and 1.3 g of potassium hydroxide was added, followed by reflux with heating for an hour. The reaction solution was cooled to room temperature and, after addition of 2 ml of water, extracted with ethyl acetate, and the organic layer was dried over anhydrous sodium sulfate. After removal of the drying agent by filtration, the filtrate was concentrated under reduced pressure to ... Starting materials: C1CCOC1, CCC[Sn](CCC)(CCC)c1cc(C(=O)OC)cc(-c2ccc(C)cn2)c1, CC(C)c1nsnc1OS(=O)(=O)C(F)(F)F, [Cl-], [Li+], O, [Pd]. The product is COC(=O)c1cc(-c2ccc(C)cn2)cc(-c2nsnc2C(C)C)c1. As a reaction SMILES: [CH2:47]1[O:48][CH2:49][CH2:50][CH2:51]1.[CH3:3][O:4][C:5]([c:6]1[cH:7][c:8](-[c:22]2[n:23][cH:24][c:25]([CH3:28])[cH:26][cH:27]2)[cH:9][c:10]([Sn:12]([CH2:13][CH2:14][CH3:15])([CH2:16][CH2:17][CH3:18])[CH2:19][CH2:20][CH3:21])[cH:11]1)=[O:29].[CH:30]([CH3:31])([CH3:32])[c:33]1[c:34]([O:38][S:39]([C:40]([F:41])([F:42])[F:43])(=[O:44])=[O:45])[n:35][s:36][n:37]1.[Cl-:2].[Li+:1].[OH2:46].[Pd:52]>>[CH3:3][O:4][C:5]([c:6]1[cH:7][c:8](-[c:22]2[n:23][cH:24][c:25]([CH3:28])[cH:26][cH:27]2)[cH:9][c:10](-[c:34]2[c:33]([CH:30]([CH3:31])[CH3:32])[n:37][s:36][n:35]2)[cH:11]1)=[O:29]. Reactants: [N+](=O)([O-])C1=CC=C(C=C1)CCN1CCCCCC1 (1-[2-(4-Nitro-phenyl)-ethyl]-azepane), Cl (hydrochloric acid). The reagents and catalysts are [Pd] (palladium on carbon). Run in C(C)O (ethanol). Yields the product Cl.Cl.N1(CCCCCC1)CCC1=CC=C(C=C1)N (4-(2-Azepan-1-yl-ethyl)-phenylamine di-hydrochloride). Reaction SMILES: [N+:1]([C:4]1[CH:9]=[CH:8][C:7]([CH2:10][CH2:11][N:12]2[CH2:18][CH2:17][CH2:16][CH2:15][CH2:14][CH2:13]2)=[CH:6][CH:5]=1)([O-])=O.[ClH:19]>[Pd].C(O)C>[ClH:19].[ClH:19].[N:12]1([CH2:11][CH2:10][C:7]2[CH:8]=[CH:9][C:4]([NH2:1])=[CH:5][CH:6]=2)[CH2:18][CH2:17][CH2:16][CH2:15][CH2:14][CH2:13]1 |f:4.5.6|. Procedure: Compound 71 (9.1 g, 36.65 mmol) is hydrogenated for 3 h at room temperature with palladium on carbon in 150 ml of ethanol and 18.3 ml of 4M aqueous hydrochloric acid. The mixture is filtered over celite and evaporated. The reactants are Cc1c(C(=O)O)c2ccccc2n1C, NCC1CC2CC2N1C(=O)c1nc(N)sc1-c1cccc(F)c1. Yields the product Cc1c(C(=O)NCC2CC3CC3N2C(=O)c2nc(N)sc2-c2cccc(F)c2)c2ccccc2n1C. As a reaction SMILES: [CH3:24][n:25]1[c:26]([CH3:37])[c:27]([C:34](=[O:35])[OH:36])[c:28]2[cH:29][cH:30][cH:31][cH:32][c:33]12.[NH2:1][c:2]1[s:3][c:4](-[c:17]2[cH:18][c:19]([F:23])[cH:20][cH:21][cH:22]2)[c:5]([C:7](=[O:8])[N:9]2[CH:10]3[CH2:11][CH:12]3[CH2:13][CH:14]2[CH2:15][NH2:16])[n:6]1>>[NH2:1][c:2]1[s:3][c:4](-[c:17]2[cH:18][c:19]([F:23])[cH:20][cH:21][cH:22]2)[c:5]([C:7](=[O:8])[N:9]2[CH:10]3[CH2:11][CH:12]3[CH2:13][CH:14]2[CH2:15][NH:16][C:34]([c:27]2[c:26]([CH3:37])[n:25]([CH3:24])[c:33]3[c:28]2[cH:29][cH:30][cH:31][cH:32]3)=[O:35])[n:6]1. Reactants: OC=1C=C2C=NN(C2=CC1)C1=CC=C(C=C1)N (5-hydroxy-1-(4-aminophenyl)indazole), OC1CCN(CC1)C1=CC=C(C(=O)O)C=C1 (4-(4-hydroxypiperidin-1-yl)benzoic acid). Yields the product OC=1C=C2C=NN(C2=CC1)C1=CC=C(C=C1)NC(C1=CC=C(C=C1)N1CCC(CC1)O)=O (N-(4-(5-(Hydroxy)-1H-indazol-1-yl)phenyl)-4-(4-hydroxypiperidin-1-yl)benzamide). RXN SMILES: [OH:1][C:2]1[CH:3]=[C:4]2[C:8](=[CH:9][CH:10]=1)[N:7]([C:11]1[CH:16]=[CH:15][C:14]([NH2:17])=[CH:13][CH:12]=1)[N:6]=[CH:5]2.[OH:18][CH:19]1[CH2:24][CH2:23][N:22]([C:25]2[CH:33]=[CH:32][C:28]([C:29](O)=[O:30])=[CH:27][CH:26]=2)[CH2:21][CH2:20]1>>[OH:1][C:2]1[CH:3]=[C:4]2[C:8](=[CH:9][CH:10]=1)[N:7]([C:11]1[CH:16]=[CH:15][C:14]([NH:17][C:29](=[O:30])[C:28]3[CH:27]=[CH:26][C:25]([N:22]4[CH2:23][CH2:24][CH:19]([OH:18])[CH2:20][CH2:21]4)=[CH:33][CH:32]=3)=[CH:13][CH:12]=1)[N:6]=[CH:5]2. Procedure details: Compound 990 was prepared according to the procedure described in Scheme IV from 5-hydroxy-1-(4-aminophenyl)indazole and 4-(4-hydroxypiperidin-1-yl)benzoic acid. [M+H]+ calcd for C25H24N4O3: 429.18; found: 429.07. Starting materials: CN1N=CC2=CC=CC(=C12)C(=O)OC (Methyl 1-methylindazole-7-carboxylate), [OH-].[Na+] (sodium hydroxide). The solvent is O1CCOCC1 (1,4-dioxane). Run at temperature 80 celsius. Yields the product CN1N=CC2=CC=CC(=C12)C(=O)O (1-methylindazole-7-carboxylic acid). Isolated yield 96.4%. Reaction SMILES: [CH3:1][N:2]1[C:10]2[C:5](=[CH:6][CH:7]=[CH:8][C:9]=2[C:11]([O:13]C)=[O:12])[CH:4]=[N:3]1.[OH-].[Na+]>O1CCOCC1>[CH3:1][N:2]1[C:10]2[C:5](=[CH:6][CH:7]=[CH:8][C:9]=2[C:11]([OH:13])=[O:12])[CH:4]=[N:3]1 |f:1.2|. Procedure: Methyl 1-methylindazole-7-carboxylate (1 g, 5.3 mmol) was suspended in a mixture of sodium hydroxide (12 mL of 1.0 M, 12 mmol) and 1,4-dioxane (8.7 mL). The reaction mixture was heated at 80° C. for 30 minutes. The dioxane was evaporated off and the aqueous layer was extracted with ethyl acetate three times and the extracts were discarded. The aqueous layer was then acidified with 4M hydrochloric acid and then filtered and washed with 1M hydrochloric acid to yield 1-methylindazole-7-carboxylic a... The reactants are ClCCl, O=C(O)C(F)(F)F, CCCN(C(=O)NCc1ccc([N+](=O)[O-])cc1)C1CCN(CC2CN(C(C(=O)O)C3CCCCC3)CC2c2ccccc2)CC1, O=C(Cl)OCc1ccc([N+](=O)[O-])cc1. The product is CCCN(C(=O)OCc1ccc([N+](=O)[O-])cc1)C1CCN(CC2CN(C(C(=O)O)C3CCCCC3)CC2c2ccccc2)CC1. As a reaction SMILES: [Cl:67][CH2:68][Cl:69].[F:60][C:61]([F:62])([F:63])[C:64]([OH:65])=[O:66].[N+:1]([c:2]1[cH:3][cH:4][c:5]([CH2:6][NH:7][C:8](=[O:9])[N:12]([CH2:13][CH2:14][CH3:15])[CH:16]2[CH2:17][CH2:18][N:19]([CH2:22][CH:23]3[CH2:24][N:25]([CH:34]([C:35](=[O:36])[OH:37])[CH:38]4[CH2:39][CH2:40][CH2:41][CH2:42][CH2:43]4)[CH2:26][CH:27]3[c:28]3[cH:29][cH:30][cH:31][cH:32][cH:33]3)[CH2:20][CH2:21]2)[cH:10][cH:11]1)([O-:44])=[O:45].[N+:46](=[O:47])([O-:48])[c:49]1[cH:50][cH:51][c:52]([CH2:53][O:54][C:55](=[O:56])[Cl:57])[cH:58][cH:59]1>>[N:12]([CH2:13][CH2:14][CH3:15])([CH:16]1[CH2:17][CH2:18][N:19]([CH2:22][CH:23]2[CH2:24][N:25]([CH:34]([C:35](=[O:36])[OH:37])[CH:38]3[CH2:39][CH2:40][CH2:41][CH2:42][CH2:43]3)[CH2:26][CH:27]2[c:28]2[cH:29][cH:30][cH:31][cH:32][cH:33]2)[CH2:20][CH2:21]1)[C:55]([O:54][CH2:53][c:52]1[cH:51][cH:50][c:49]([N+:46](=[O:47])[O-:48])[cH:59][cH:58]1)=[O:56]. The product is NC1=CC=C(C=N1)N1C(C=CC=C1)=O (6′-Amino-[1,3′]bipyridinyl-2-one). The reagents and catalysts are [Cu]I (CuI). Procedure: 2-Amino-5-iodopyridine (5.0 g, 22.7 mmol) was combined with 1H-pyridin-2-one (2.59 g, 27.27 mmol), CuI (0.65 g, 3.41 mmol), K2CO3 (3.45 g, 24.9 mmol), and 8-hydroxyquinoline (0.49 g, 3.40 mmol) in DMSO (20 mL). The mixture was degassed with a stream of argon and then heated at reflux for 18 h before cooling to RT. 10% aq. NH4OH and EtOAc were added, and the mixture was filtered through a plug of layered celite and decolorizing charcoal, eluting with EtOAc. The filtrate was concentrated under red... Solvent: CS(=O)C (DMSO). Starting materials: NC1=NC=C(C=C1)I (2-Amino-5-iodopyridine), OC=1C=CC=C2C=CC=NC12 (8-hydroxyquinoline), N1C(C=CC=C1)=O (1H-pyridin-2-one), C(=O)([O-])[O-].[K+].[K+] (K2CO3). RXN SMILES: [NH2:1][C:2]1[CH:7]=[CH:6][C:5](I)=[CH:4][N:3]=1.[NH:9]1[CH:14]=[CH:13][CH:12]=[CH:11][C:10]1=[O:15].C([O-])([O-])=O.[K+].[K+].OC1C=CC=C2C=1N=CC=C2>CS(C)=O.[Cu]I>[NH2:1][C:2]1[N:3]=[CH:4][C:5]([N:9]2[CH:14]=[CH:13][CH:12]=[CH:11][C:10]2=[O:15])=[CH:6][CH:7]=1 |f:2.3.4|. Yield: 15.0%. The reactants are IC=1N=CN(C1)C1=NC(=CC(=N1)C(F)F)C=1C=NC(=CC1)C(F)(F)F (2-(4-iodo-imidazol-1-yl)-4-difluoromethyl-6-(6-trifluoromethyl-pyridin-3-yl)-pyrimidine), NC1=NC=C(C=C1)B1OC(C(O1)(C)C)(C)C (2-amino-5-(4,4,5,5-tetramethyl-1,3,2-dioxaborolan-2-yl)pyridine). Reported procedure: The title compound was prepared from 2-(4-iodo-imidazol-1-yl)-4-difluoromethyl-6-(6-trifluoromethyl-pyridin-3-yl)-pyrimidine (example B.8) (0.47 g, 1.0 mmol) and commercially available 2-amino-5-(4,4,5,5-tetramethyl-1,3,2-dioxaborolan-2-yl)pyridine (0.264 g, 1.2 mmol) according to the general procedure III. Obtained as a yellow solid (0.066 g, 15%). MS (ISP) 434.2 [(M+H)+]; mp 258° C. Reaction SMILES: I[C:2]1[N:3]=[CH:4][N:5]([C:7]2[N:12]=[C:11]([CH:13]([F:15])[F:14])[CH:10]=[C:9]([C:16]3[CH:17]=[N:18][C:19]([C:22]([F:25])([F:24])[F:23])=[CH:20][CH:21]=3)[N:8]=2)[CH:6]=1.[NH2:26][C:27]1[CH:32]=[CH:31][C:30](B2OC(C)(C)C(C)(C)O2)=[CH:29][N:28]=1>>[F:14][CH:13]([F:15])[C:11]1[CH:10]=[C:9]([C:16]2[CH:17]=[N:18][C:19]([C:22]([F:25])([F:24])[F:23])=[CH:20][CH:21]=2)[N:8]=[C:7]([N:5]2[CH:6]=[C:2]([C:30]3[CH:31]=[CH:32][C:27]([NH2:26])=[N:28][CH:29]=3)[N:3]=[CH:4]2)[N:12]=1. Product: FC(C1=NC(=NC(=C1)C=1C=NC(=CC1)C(F)(F)F)N1C=NC(=C1)C=1C=CC(=NC1)N)F (5-{1-[4-Difluoromethyl-6-(6-trifluoromethyl-pyridin-3-yl)-pyrimidin-2-yl]-1H-imidazol-4-yl}-pyridin-2-ylamine), solid. Yields the product ClCCCOc1ccc2c(c1)C13CCCCC1C(C2)NCC3, Cl. Starting materials: C1COCCO1, CC(C)(C)OC(=O)N1CCC23CCCCC2C1Cc1ccc(OCCCCl)cc13, ClCCl, Cl. Reaction SMILES: [CH2:34]1[O:35][CH2:36][CH2:37][O:38][CH2:39]1.[Cl:1][CH2:2][CH2:3][CH2:4][O:5][c:6]1[cH:7][cH:8][c:9]2[c:18]([cH:19]1)[C:17]13[CH:12]([CH:11]([CH2:10]2)[N:22]([C:23]([O:24][C:25]([CH3:26])([CH3:27])[CH3:28])=[O:29])[CH2:21][CH2:20]1)[CH2:13][CH2:14][CH2:15][CH2:16]3.[Cl:31][CH2:32][Cl:33].[ClH:30]>>[Cl:1][CH2:2][CH2:3][CH2:4][O:5][c:6]1[cH:7][cH:8][c:9]2[c:18]([cH:19]1)[C:17]13[CH:12]([CH:11]([CH2:10]2)[NH:22][CH2:21][CH2:20]1)[CH2:13][CH2:14][CH2:15][CH2:16]3.[ClH:30].